Dataset: the Open Reaction Database (ORD), a public repository of structured organic reaction records. Task: describe an organic reaction: reactants, conditions, products, and yield Starting materials: CC1(COB(OC1)C=1C=CC(=C(C1)C1=C(C(=O)N)C=CN=C1)F)C (3-[5-(5,5-Dimethyl-[1,3,2]dioxaborinan-2-yl)-2-fluorophenyl]isonicotinamide), BrC1=CN=C2N1C=CC(=N2)C(F)(F)F (3-bromo-7-trifluoromethylimidazo[1,2-α]pyrimidine). The product is FC1=C(C=C(C=C1)C1=CN=C2N1C=CC(=N2)C(F)(F)F)C2=C(C(=O)N)C=CN=C2 (3-[2-fluoro-5-(7-trifluoromethylimidazo[1,2-α]pyrimidin-3-yl)phenyl]isonicotinamide). As a reaction SMILES: CC1(C)COB([C:8]2[CH:9]=[CH:10][C:11]([F:23])=[C:12]([C:14]3[CH:22]=[N:21][CH:20]=[CH:19][C:15]=3[C:16]([NH2:18])=[O:17])[CH:13]=2)OC1.Br[C:26]1[N:30]2[CH:31]=[CH:32][C:33]([C:35]([F:38])([F:37])[F:36])=[N:34][C:29]2=[N:28][CH:27]=1>>[F:23][C:11]1[CH:10]=[CH:9][C:8]([C:26]2[N:30]3[CH:31]=[CH:32][C:33]([C:35]([F:36])([F:37])[F:38])=[N:34][C:29]3=[N:28][CH:27]=2)=[CH:13][C:12]=1[C:14]1[CH:22]=[N:21][CH:20]=[CH:19][C:15]=1[C:16]([NH2:18])=[O:17]. Reported procedure: 3-[5-(5,5-Dimethyl-[1,3,2]dioxaborinan-2-yl)-2-fluorophenyl]isonicotinamide (100 mg, 0.41 mmol) was coupled to 3-bromo-7-trifluoromethylimidazo[1,2-α]pyrimidine (121 mg, 0.46 mmol) using the method in Example 1. Purification by chromatography on silica gel eluting with dichloromethane containing 4% methanol, then recrystallisation from toluene, gave 3-[2-fluoro-5-(7-trifluoromethylimidazo[1,2-α]pyrimidin-3-yl)phenyl]isonicotinamide as a yellow solid: δH (400 MHz, d6-DMSO) 7.50-7.60 (3H, m), 7.65...